This data is from the Open Reaction Database (ORD), a public repository of structured organic reaction records. The task is: describe an organic reaction: reactants, conditions, products, and yield Starting materials: BrC=1C=C(CN(C(=O)C2=C(C=C(C(=C2)C(=O)O)C(=O)O)C(=O)O)[C@H]2CCCC3=CC=CC=C23)C=CC1 (5-({(3-bromobenzyl)[(1S)-1,2,3,4-tetrahydro-1-naphthalenyl]amino}carbonyl)-1,2,4-benzenetricarboxylic acid), ClC=1C=C(C=CC1Cl)B(O)O (3,4-dichlorophenylboronic acid). Yields the product ClC=1C=C(C=CC1Cl)C1=CC(=CC=C1)CN(C(=O)C1=C(C=C(C(=C1)C(=O)O)C(=O)O)C(=O)O)[C@H]1CCCC2=CC=CC=C12 (5-({[(3′,4′-dichloro[1,1′-biphenyl]-3-yl)methyl][(1S)-1,2,3,4-tetrahydro-1-naphthalenyl]amino}carbonyl)-1,2,4-benzenetricarboxylic acid). As a reaction SMILES: Br[C:2]1[CH:3]=[C:4]([CH:34]=[CH:35][CH:36]=1)[CH2:5][N:6]([C@@H:24]1[C:33]2[C:28](=[CH:29][CH:30]=[CH:31][CH:32]=2)[CH2:27][CH2:26][CH2:25]1)[C:7]([C:9]1[CH:14]=[C:13]([C:15]([OH:17])=[O:16])[C:12]([C:18]([OH:20])=[O:19])=[CH:11][C:10]=1[C:21]([OH:23])=[O:22])=[O:8].[Cl:37][C:38]1[CH:39]=[C:40](B(O)O)[CH:41]=[CH:42][C:43]=1[Cl:44]>>[Cl:37][C:38]1[CH:39]=[C:40]([C:2]2[CH:36]=[CH:35][CH:34]=[C:4]([CH2:5][N:6]([C@@H:24]3[C:33]4[C:28](=[CH:29][CH:30]=[CH:31][CH:32]=4)[CH2:27][CH2:26][CH2:25]3)[C:7]([C:9]3[CH:14]=[C:13]([C:15]([OH:17])=[O:16])[C:12]([C:18]([OH:20])=[O:19])=[CH:11][C:10]=3[C:21]([OH:23])=[O:22])=[O:8])[CH:3]=2)[CH:41]=[CH:42][C:43]=1[Cl:44]. Reported procedure: The product from Example 15B (165 mg, 0.3 mmol) and 3,4-dichlorophenylboronic acid were processed as described in Example 85 to provide the title compound. The reactants are OOS(=O)[O-].[K+] (oxone), CC1=NC=CC(=C1)C1=NC(=NC=C1)SC (4-(2-methyl-pyridin-4-yl)-2-methylsulfanyl-pyrimidine), C(=O)(O)[O-].[Na+] (NaHCO3). The solvent is CO (MeOH). Run at time 3.5 hour. Product: CS(=O)(=O)C1=NC=CC(=N1)C1=CC(=NC=C1)C (2-Methanesulfonyl-4-(2-methyl-pyridin-4-yl)-pyrimidine). Isolated yield 65.0%. Reaction SMILES: [CH3:1][C:2]1[CH:7]=[C:6]([C:8]2[CH:13]=[CH:12][N:11]=[C:10](SC)[N:9]=2)[CH:5]=[CH:4][N:3]=1.O[O:17][S:18]([O-:20])=O.[K+].[C:22]([O-])(O)=O.[Na+]>CO>[CH3:22][S:18]([C:10]1[N:9]=[C:8]([C:6]2[CH:5]=[CH:4][N:3]=[C:2]([CH3:1])[CH:7]=2)[CH:13]=[CH:12][N:11]=1)(=[O:20])=[O:17] |f:1.2,3.4|. Procedure: A solution of 4-(2-methyl-pyridin-4-yl)-2-methylsulfanyl-pyrimidine (990 mg, 4.56 mmol) in MeOH (35 ml) was cooled at 0° C. and then an aqueous solution of oxone (8.41 g, 13.85 mmol in 35 ml of water) was slowly added. After stirring 3.5 hours at room temperature, the mixture was basified with solid NaHCO3 and the product was extracted with ethyl acetate. The organic phase was dried (Na2SO4) and evaporated to give 720 mg of the title compound that was used in the next step without further purifi...